This data is from the Open Reaction Database (ORD), a public repository of structured organic reaction records. The task is: describe an organic reaction: reactants, conditions, products, and yield Reactants: C(CN)N (ethylenediamine), O (water), NC1=C(C(=NN1C1=C(C=C(C=C1Cl)C(F)(F)F)Cl)C#N)S(=O)C(F)(F)F (5-Amino-3-cyano-1-(2,6-dichloro-4-trifluoromethylphenyl)-4-trifluoromethylsulfinyl-pyrazole), C(CN)N (ethylenediamine), C(C)(=O)OCC (ethyl acetate). Run in C1CCOC1 (THF), C1CCOC1 (THF), CCCCCC (hexane). Reaction conditions: time 1 hour. The product is NC1=C(C(=NN1C1=C(C=C(C=C1Cl)C(F)(F)F)Cl)C=1NCCN1)S(=O)C(F)(F)F (5-Amino-1-(2,6-dichloro-4-trifluoromethylphenyl)-3-(2-imidazolin-2-yl)-4-trifluoromethylsulfinylpyrazole). Isolated yield 38.4%. RXN SMILES: [NH2:1][C:2]1[N:6]([C:7]2[C:12]([Cl:13])=[CH:11][C:10]([C:14]([F:17])([F:16])[F:15])=[CH:9][C:8]=2[Cl:18])[N:5]=[C:4]([C:19]#[N:20])[C:3]=1[S:21]([C:23]([F:26])([F:25])[F:24])=[O:22].[CH2:27](N)[CH2:28][NH2:29].O.C(OCC)(=O)C>C1COCC1.CCCCCC>[NH2:1][C:2]1[N:6]([C:7]2[C:8]([Cl:18])=[CH:9][C:10]([C:14]([F:15])([F:16])[F:17])=[CH:11][C:12]=2[Cl:13])[N:5]=[C:4]([C:19]2[NH:29][CH2:28][CH2:27][N:20]=2)[C:3]=1[S:21]([C:23]([F:25])([F:24])[F:26])=[O:22]. Procedure details: 5-Amino-3-cyano-1-(2,6-dichloro-4-trifluoromethylphenyl)-4-trifluoromethylsulfinyl-pyrazole (0.81 g, 1.85 mmol) was dissolved in 8 ml of THF, and then ethylenediamine (0.40 ml, 5.98 mmol) was added. The mixture was stirred at room temperature for 1 hour, heated to 50° C. and then stirred for 24 hours. Then, ethylenediamine (0.40 ml, 5.98 mmol) and THF (3 ml) were further added, followed by stirring for 14 hours. After the completion of the reaction, 20 ml of water was added and THF was distilled...